From a dataset of the Open Reaction Database (ORD), a public repository of structured organic reaction records. describe an organic reaction: reactants, conditions, products, and yield Starting materials: N1(CCCC1)C(=O)OC=1C(=CC2=C(NC(CO2)=O)C1)F (7-fluoro-2H-1,4-benzoxazin-3(4H)-one-6-yl 1-pyrrolidinecarboxylate), ICCC (1-iodopropane), C([O-])([O-])=O.[K+].[K+] (potassium carbonate), C1COCCOCCOCCOCCOCCO1 (18-crown-6). Run in CC(=O)C (acetone). The product is N1(CCCC1)C(=O)OC=1C(=CC2=C(N(C(CO2)=O)CCC)C1)F ((7-fluoro-4-propyl-2H-1,4-benzoxazin-3(4H)-one-6-yl) 1-pyrrolidinecarboxylate). Isolated yield 74.5%. RXN SMILES: [N:1]1([C:6]([O:8][C:9]2[C:10]([F:20])=[CH:11][C:12]3[O:17][CH2:16][C:15](=[O:18])[NH:14][C:13]=3[CH:19]=2)=[O:7])[CH2:5][CH2:4][CH2:3][CH2:2]1.I[CH2:22][CH2:23][CH3:24].C(=O)([O-])[O-].[K+].[K+].C1OCCOCCOCCOCCOCCOC1>CC(C)=O>[N:1]1([C:6]([O:8][C:9]2[C:10]([F:20])=[CH:11][C:12]3[O:17][CH2:16][C:15](=[O:18])[N:14]([CH2:22][CH2:23][CH3:24])[C:13]=3[CH:19]=2)=[O:7])[CH2:5][CH2:4][CH2:3][CH2:2]1 |f:2.3.4|. Reported procedure: A stirred mixture of 0.70 g (0.0025 mole) of 7-fluoro-2H-1,4-benzoxazin-3(4H)-one-6-yl 1-pyrrolidinecarboxylate, 0.60 g (0.0036 mole) of 1-iodopropane, 1.1 g (0.0076 mole) of potassium carbonate, and 0.1 g (0.00038 mole) of 18-crown-6 in 50 mL of acetone was heated at reflux for five hours. The reaction mixture was cooled, filtered and the filtrate evaporated under reduced pressure leaving a residue. The residue was extracted with ethyl acetate. The extract was dried over anhydrous magnesium sul... The reactants are C1(CC1)C1=CC(=C(N1CC(=O)OCC)C)CC1=C(C=CC=C1)S(=O)(=O)N1CCCC1 (ethyl 2-(5-cyclopropyl-2-methyl-3-(2-(pyrrolidin-1-ylsulfonyl)benzyl)-1H-pyrrol-1-yl)acetate), ClS(=O)(=O)N=C=O (chlorosulfonyl isocyanate), CN(C=O)C (N,N-dimethylformamide). Yields the product C(#N)C1=C(N(C(=C1CC1=C(C=CC=C1)S(=O)(=O)N1CCCC1)C)CC(=O)OCC)C1CC1 (ethyl 2-(3-cyano-2-cyclopropyl-5-methyl-4-(2-(pyrrolidin-1-ylsulfonyl)benzyl)-1H-pyrrol-1-yl)acetate). The yield is 5.0%. RXN SMILES: [CH:1]1([C:4]2[N:8]([CH2:9][C:10]([O:12][CH2:13][CH3:14])=[O:11])[C:7]([CH3:15])=[C:6]([CH2:16][C:17]3[CH:22]=[CH:21][CH:20]=[CH:19][C:18]=3[S:23]([N:26]3[CH2:30][CH2:29][CH2:28][CH2:27]3)(=[O:25])=[O:24])[CH:5]=2)[CH2:3][CH2:2]1.ClS([N:35]=[C:36]=O)(=O)=O.CN(C)C=O>>[C:36]([C:5]1[C:6]([CH2:16][C:17]2[CH:22]=[CH:21][CH:20]=[CH:19][C:18]=2[S:23]([N:26]2[CH2:27][CH2:28][CH2:29][CH2:30]2)(=[O:24])=[O:25])=[C:7]([CH3:15])[N:8]([CH2:9][C:10]([O:12][CH2:13][CH3:14])=[O:11])[C:4]=1[CH:1]1[CH2:3][CH2:2]1)#[N:35]. Reported procedure: General procedure II was followed using ethyl 2-(5-cyclopropyl-2-methyl-3-(2-(pyrrolidin-1-ylsulfonyl)benzyl)-1H-pyrrol-1-yl)acetate (1.09 g, 2.53 mmol), chlorosulfonyl isocyanate (0.275 mL, 3.16 mmol) and N,N-dimethylformamide (0.196 mL, 2.53 mmol) to afford ethyl 2-(3-cyano-2-cyclopropyl-5-methyl-4-(2-(pyrrolidin-1-ylsulfonyl)benzyl)-1H-pyrrol-1-yl)acetate (58.0 mg, 0.127 mmol, 5% yield) as a viscous oil. 1D-NOESY experiment was performed to confirm the drawn regioisomer (irradiation of methyl...